Dataset: the Open Reaction Database (ORD), a public repository of structured organic reaction records. Task: describe an organic reaction: reactants, conditions, products, and yield The reactants are C(C)OC1=C(C(C1=O)=O)NC=1C=C(C=CC1)C1C(=C(NC(=C1C(=O)OC)C)C)C(=O)OC (4-[3-[(2-Ethoxy-3,4-dioxo-1-cyclobuten-1-yl)amino]phenyl]-1,4-dihydro-2,6-dimethyl-3,5-pyridinedicarboxylic Acid, Dimethyl Ester), COC=1C=C(C=CC1)C1CCN(CC1)CCCN (4-(3-methoxyphenyl)piperidine-1-propanamine), CN(C)C=O (DMF), O (Water). The product is COC=1C=C(C=CC1)C1CCN(CC1)CCCNC1=C(C(C1=O)=O)NC=1C=C(C=CC1)C1C(C(NC=C1C(=O)OC)C)(C(=O)OC)C (1,4-Dihydro-4-[3-[[2-[[3-[4-(3-methoxyphenyl)-1-piperidinyl]propyl]amino]-3,4-dioxo-1-cyclobuten-1-yl]amino]phenyl]-2,3-dimethyl-3,5-pyridinedicarboxylic Acid, Dimethyl Ester). RXN SMILES: C(O[C:4]1[C:7](=[O:8])[C:6](=[O:9])[C:5]=1[NH:10][C:11]1[CH:12]=[C:13]([CH:17]2[C:22]([C:23]([O:25][CH3:26])=[O:24])=[C:21]([CH3:27])[NH:20][C:19](C)=[C:18]2[C:29]([O:31][CH3:32])=[O:30])[CH:14]=[CH:15][CH:16]=1)C.[CH3:33][O:34][C:35]1[CH:36]=[C:37]([CH:41]2[CH2:46][CH2:45][N:44]([CH2:47][CH2:48][CH2:49][NH2:50])[CH2:43][CH2:42]2)[CH:38]=[CH:39][CH:40]=1.O.[CH3:52]N(C=O)C>>[CH3:33][O:34][C:35]1[CH:36]=[C:37]([CH:41]2[CH2:46][CH2:45][N:44]([CH2:47][CH2:48][CH2:49][NH:50][C:4]3[C:7](=[O:8])[C:6](=[O:9])[C:5]=3[NH:10][C:11]3[CH:12]=[C:13]([CH:17]4[C:18]([C:29]([O:31][CH3:32])=[O:30])=[CH:19][NH:20][CH:21]([CH3:27])[C:22]4([CH3:52])[C:23]([O:25][CH3:26])=[O:24])[CH:14]=[CH:15][CH:16]=3)[CH2:43][CH2:42]2)[CH:38]=[CH:39][CH:40]=1. Procedure details: The compound of Example 1 (54.7 mg, 0.124 mmol) and 4-(3-methoxyphenyl)piperidine-1-propanamine (41 mg, 0.165 mmol) were heated together in 2 mL DMF at 100° C. for 16 hours. Water was added into this crude reaction mixture after it was cooled to room temperature and the organic material was extracted with ethyl acetate (3×15 mL). Thin layer chromatography on SiO2 eluted with 10% methanol in methylene chloride showed essentially one single spot. This material was allowed to pass through a short b... The reactants are [N+](=O)([O-])C1=C(C=C(C=C1F)O)F (4-Nitro-3,5-difluorophenol), C([O-])([O-])=O.[K+].[K+] (potassium carbonate), IC (iodomethane), CN(C=O)C (dimethylformamide). Run in O (water), C(C)(=O)OCC (ethyl acetate). Conditions: time 8 hour. The product is [N+](=O)([O-])C1=C(C=C(C=C1F)OC)F (4-Nitro-3,5-difluoroanisole). Reaction SMILES: [N+:1]([C:4]1[C:9]([F:10])=[CH:8][C:7]([OH:11])=[CH:6][C:5]=1[F:12])([O-:3])=[O:2].[C:13](=O)([O-])[O-].[K+].[K+].IC.CN(C)C=O>O.C(OCC)(=O)C>[N+:1]([C:4]1[C:5]([F:12])=[CH:6][C:7]([O:11][CH3:13])=[CH:8][C:9]=1[F:10])([O-:3])=[O:2] |f:1.2.3|. Procedure details: A mixture of 4-nitro-3,5-difluorophenol (D10) (440 mg, 2.5 mmol), potassium carbonate (600 mg, 4.6 mmol), iodomethane (1 ml), and dimethylformamide (5 ml) stirred overnight at room temperature then ethyl acetate and water added and the solution washed with water then dried over MgSO4, filtered and evaporated to yield the title compound, pale brown oil, 370 mg. Starting materials: CSC(=NC1CCCc2ccccc21)NC#N, CCCCN, CC#N. Product: CCCCNC(=NC#N)NC1CCCc2ccccc21. Reaction SMILES: [C:1](#[N:2])[NH:3][C:4]([S:5][CH3:6])=[N:7][CH:8]1[CH2:9][CH2:10][CH2:11][c:12]2[cH:13][cH:14][cH:15][cH:16][c:17]21.[CH2:18]([CH2:19][CH2:20][CH3:21])[NH2:22].[CH3:23][C:24]#[N:25]>>[C:1](#[N:2])[N:3]=[C:4]([NH:7][CH:8]1[CH2:9][CH2:10][CH2:11][c:12]2[cH:13][cH:14][cH:15][cH:16][c:17]21)[NH:22][CH2:18][CH2:19][CH2:20][CH3:21]. Starting materials: NC[C@@H]1N(CCC1)C(=O)OCC1=CC=CC=C1 ((R)-2-Aminomethyl-1-benzyloxycarbonylpyrrolidine), CC1(OCC(C(O1)C(=O)NCCC(=O)O)(C)C)C (3-[N-(2,2,5,5-tetramethyl-1,3-dioxane-4-carbonyl)amino]propionic acid). Yields the product C(C1=CC=CC=C1)OC(=O)N1[C@H](CCC1)CNC(CCNC(=O)C1OC(OCC1(C)C)(C)C)=O ((R)-1-Benzyloxycarbonyl-2-[1-oxo-3-(2,2,5,5-tetramethyl-1,3-dioxane-4-carbonylamino)propyl]aminomethylpyrrolidine). The yield is 72.3%. As a reaction SMILES: [NH2:1][CH2:2][C@H:3]1[CH2:7][CH2:6][CH2:5][N:4]1[C:8]([O:10][CH2:11][C:12]1[CH:17]=[CH:16][CH:15]=[CH:14][CH:13]=1)=[O:9].[CH3:18][C:19]1([CH3:35])[O:24][CH:23]([C:25]([NH:27][CH2:28][CH2:29][C:30](O)=[O:31])=[O:26])[C:22]([CH3:34])([CH3:33])[CH2:21][O:20]1>>[CH2:11]([O:10][C:8]([N:4]1[CH2:5][CH2:6][CH2:7][C@@H:3]1[CH2:2][NH:1][C:30](=[O:31])[CH2:29][CH2:28][NH:27][C:25]([CH:23]1[C:22]([CH3:33])([CH3:34])[CH2:21][O:20][C:19]([CH3:35])([CH3:18])[O:24]1)=[O:26])=[O:9])[C:12]1[CH:17]=[CH:16][CH:15]=[CH:14][CH:13]=1. Procedure details: (R)-2-Aminomethyl-1-benzyloxycarbonylpyrrolidine (750 mg) and 3-[N-(2,2,5,5-tetramethyl-1,3-dioxane-4-carbonyl)amino]propionic acid (829 mg) were Example reacted in the same manner as in Reference Example 25 to obtain 1.10 g of the ojective compound (yield: 72%). The reactants are OBO, O=C([O-])[O-], CCOC(=O)c1c(C(=O)c2ccc(Cl)cc2Cl)oc2cc(OS(=O)(=O)C(F)(F)F)ccc12, Cc1ccccc1, CN(C)C=O, [K+], [K+], c1ccc(P(c2ccccc2)(c2ccccc2)[Pd](P(c2ccccc2)(c2ccccc2)c2ccccc2)(P(c2ccccc2)(c2ccccc2)c2ccccc2)P(c2ccccc2)(c2ccccc2)c2ccccc2)cc1. Product: CCOC(=O)c1c(C(=O)c2ccc(Cl)cc2Cl)oc2cc(-c3cccc(C)c3)ccc12. Reaction SMILES: [BH:33]([OH:34])[OH:35].[C:43](=[O:44])([O-:45])[O-:46].[CH2:1]([CH3:2])[O:3][C:4](=[O:5])[c:6]1[c:7]([C:23]([c:24]2[c:25]([Cl:31])[cH:26][c:27]([Cl:30])[cH:28][cH:29]2)=[O:32])[o:8][c:9]2[c:10]1[cH:11][cH:12][c:13]([O:15][S:16]([C:17]([F:18])([F:19])[F:20])(=[O:21])=[O:22])[cH:14]2.[CH3:36][c:37]1[cH:38][cH:39][cH:40][cH:41][cH:42]1.[CH3:49][N:50]([CH3:51])[CH:52]=[O:53].[K+:47].[K+:48].[cH:54]1[cH:55][cH:56][c:57]([P:58]([Pd:59]([P:60]([c:61]2[cH:62][cH:63][cH:64][cH:65][cH:66]2)([c:67]2[cH:68][cH:69][cH:70][cH:71][cH:72]2)[c:73]2[cH:74][cH:75][cH:76][cH:77][cH:78]2)([P:79]([c:80]2[cH:81][cH:82][cH:83][cH:84][cH:85]2)([c:86]2[cH:87][cH:88][cH:89][cH:90][cH:91]2)[c:92]2[cH:93][cH:94][cH:95][cH:96][cH:97]2)[P:98]([c:99]2[cH:100][cH:101][cH:102][cH:103][cH:104]2)([c:105]2[cH:106][cH:107][cH:108][cH:109][cH:110]2)[c:111]2[cH:112][cH:113][cH:114][cH:115][cH:116]2)([c:117]2[cH:118][cH:119][cH:120][cH:121][cH:122]2)[c:123]2[cH:124][cH:125][cH:126][cH:127][cH:128]2)[cH:129][cH:130]1>>[CH2:1]([CH3:2])[O:3][C:4](=[O:5])[c:6]1[c:7]([C:23]([c:24]2[c:25]([Cl:31])[cH:26][c:27]([Cl:30])[cH:28][cH:29]2)=[O:32])[o:8][c:9]2[c:10]1[cH:11][cH:12][c:13](-[c:41]1[cH:40][cH:39][cH:38][c:37]([CH3:36])[cH:42]1)[cH:14]2. Starting materials: C([O-])([O-])=O.[Na+].[Na+] (sodium carbonate), Cl.N12C[C@@H](C(CC1)CC2)NC(=O)C=2SC1=C(C2)C=CC(=C1)Br (N-[(3R)-1-Azabicyclo[2.2.2]oct-3-yl]-6-bromo-1-benzothiophene-2-carboxamide hydrochloride), O1CCN(CC1)C1=CC=C(C=C1)B(O)O (4-morpholinophenylboronic acid), O1CCN(CC1)C1=CC=C(C=C1)B(O)O (4-morpholinophenylboronic acid), C([O-])([O-])=O.[Na+].[Na+] (sodium carbonate). Reagents/catalysts: C1=CC=C(C=C1)P([C-]2C=CC=C2)C3=CC=CC=C3.C1=CC=C(C=C1)P([C-]2C=CC=C2)C3=CC=CC=C3.Cl[Pd]Cl.[Fe+2] (PdCl2(dppf)), C1=CC=C(C=C1)P([C-]2C=CC=C2)C3=CC=CC=C3.C1=CC=C(C=C1)P([C-]2C=CC=C2)C3=CC=CC=C3.Cl[Pd]Cl.[Fe+2] (PdCl2(dppf)). Solvent: CN(C)C=O (DMF). Conditions: temperature 80 celsius, time 16 hour. Product: Cl.N12C[C@@H](C(CC1)CC2)NC(=O)C=2SC1=C(C2)C=CC(=C1)C1=CC=C(C=C1)N1CCOCC1 (N-[(3R)-1-Azabicyclo[2.2.2]oct-3-yl]-6-[4-(4-morpholinyl)phenyl]-1-benzothiophene-2-carboxamide hydrochloride). Reaction SMILES: [ClH:1].[N:2]12[CH2:9][CH2:8][CH:5]([CH2:6][CH2:7]1)[C@@H:4]([NH:10][C:11]([C:13]1[S:14][C:15]3[CH:21]=[C:20](Br)[CH:19]=[CH:18][C:16]=3[CH:17]=1)=[O:12])[CH2:3]2.[O:23]1[CH2:28][CH2:27][N:26]([C:29]2[CH:34]=[CH:33][C:32](B(O)O)=[CH:31][CH:30]=2)[CH2:25][CH2:24]1.C(=O)([O-])[O-].[Na+].[Na+]>C1C=CC(P(C2C=CC=CC=2)[C-]2C=CC=C2)=CC=1.C1C=CC(P(C2C=CC=CC=2)[C-]2C=CC=C2)=CC=1.Cl[Pd]Cl.[Fe+2].CN(C=O)C>[ClH:1].[N:2]12[CH2:9][CH2:8][CH:5]([CH2:6][CH2:7]1)[C@@H:4]([NH:10][C:11]([C:13]1[S:14][C:15]3[CH:21]=[C:20]([C:32]4[CH:31]=[CH:30][C:29]([N:26]5[CH2:25][CH2:24][O:23][CH2:28][CH2:27]5)=[CH:34][CH:33]=4)[CH:19]=[CH:18][C:16]=3[CH:17]=1)=[O:12])[CH2:3]2 |f:0.1,3.4.5,6.7.8.9,11.12|. Procedure: 100 mg (0.25 mmol) of N-[(3R)-1-azabicyclo[2.2.2]oct-3-yl]-6-bromo-1-benzothiophene-2-carboxamide hydrochloride (Example 11A) and 51.5 mg (0.25 mmol) of 4-morpholinophenylboronic acid are introduced into 1 ml of DMF. Addition of 0.37 ml of 2 M sodium carbonate solution and 10.2 mg (0.01 mmol) of PdCl2(dppf) is followed by heating to 80° C. After 16 h, a further 51.5 mg (0.25 mmol) of 4-morpholinophenylboronic acid, 0.37 ml of 2 M sodium carbonate solution and 10.2 mg (0.01 mmol) of PdCl2(dppf) a... The reactants are COC(C(=O)NC1Cc2ccccc2CN(C)C1=O)C1OC(C)(C)OC(C=CC(C)(C)C)C1O, O=C(O)C(F)(F)F, C1CCOC1, O. The product is COC(C(=O)NC1Cc2ccccc2CN(C)C1=O)C(O)C(O)C(O)C=CC(C)(C)C. As a reaction SMILES: [CH3:1][C:2]([CH:3]=[CH:4][CH:5]1[CH:6]([OH:32])[CH:7]([CH:13]([C:14](=[O:15])[NH:16][CH:17]2[C:18](=[O:29])[N:19]([CH3:28])[CH2:20][c:21]3[c:22]([cH:24][cH:25][cH:26][cH:27]3)[CH2:23]2)[O:30][CH3:31])[O:8][C:9]([CH3:11])([CH3:12])[O:10]1)([CH3:33])[CH3:34].[F:41][C:42]([F:43])([F:44])[C:45]([OH:46])=[O:47].[O:36]1[CH2:37][CH2:38][CH2:39][CH2:40]1.[OH2:35]>>[CH3:1][C:2]([CH:3]=[CH:4][CH:5]([CH:6]([CH:7]([OH:8])[CH:13]([C:14](=[O:15])[NH:16][CH:17]1[C:18](=[O:29])[N:19]([CH3:28])[CH2:20][c:21]2[c:22]([cH:24][cH:25][cH:26][cH:27]2)[CH2:23]1)[O:30][CH3:31])[OH:32])[OH:10])([CH3:33])[CH3:34].